This data is from the Open Reaction Database (ORD), a public repository of structured organic reaction records. The task is: describe an organic reaction: reactants, conditions, products, and yield Product: ClC=1C=C2C3=C(N(C2=CC1)CCC=1C=NC(=CC1)C(F)(F)F)CN(CC3)C (6-chloro-9-(2-(6-(trifluoromethyl)pyridin-3-yl)ethyl)-2,3,4,9-tetrahydro-2-methyl-1H-pyrido[3,4-b]indole). Reaction SMILES: Cl.Cl[C:3]1C=CC(NN)=CC=1.BrCCC1C=CC(C(F)(F)F)=NC=1.ClC1C=CC(N(CCC2C=NC(C(F)(F)F)=CC=2)N)=CC=1.C(OC(OCC)CCCNC)C.[Cl:57][C:58]1[CH:59]=[C:60]2[C:64](=[CH:65][CH:66]=1)[N:63]([CH2:67][CH2:68][C:69]1[CH:70]=[N:71][C:72]([C:75]([F:78])([F:77])[F:76])=[CH:73][CH:74]=1)[CH:62]=[C:61]2[CH2:79][CH2:80][NH:81][CH3:82].C=O.C(O)(C(F)(F)F)=O>C(#N)C.C(N(CC)CC)C>[Cl:57][C:58]1[CH:59]=[C:60]2[C:64](=[CH:65][CH:66]=1)[N:63]([CH2:67][CH2:68][C:69]1[CH:70]=[N:71][C:72]([C:75]([F:78])([F:77])[F:76])=[CH:73][CH:74]=1)[C:62]1[CH2:82][N:81]([CH3:3])[CH2:80][CH2:79][C:61]2=1 |f:0.1|. Procedure: The title compound is prepared by following General Methods 1, 3 and 4 using 4-chlorophenylhydrazine hydrochloride, 5-(2-bromoethyl)-2-(trifluoromethyl)pyridine, and triethylamine (General Method 1), 1-(4-chlorophenyl)-1-(2-(6-(trifluoromethyl)pyridin-3-yl)ethyl)hydrazine and 4,4-diethoxy-N-methylbutan-1-amine (General Method 3) and 2-(5-chloro-1-(2-(6-(trifluoromethyl)pyridin-3-yl)ethyl)-1H-indol-3-yl)-N-methylethanamine, formaldehyde and TFA in acetonitrile (General Method 4). Starting materials: Cl.ClC1=CC=C(C=C1)NN (4-chlorophenylhydrazine hydrochloride), ClC=1C=C2C(=CN(C2=CC1)CCC=1C=NC(=CC1)C(F)(F)F)CCNC (2-(5-chloro-1-(2-(6-(trifluoromethyl)pyridin-3-yl)ethyl)-1H-indol-3-yl)-N-methylethanamine), C(C)OC(CCCNC)OCC (4,4-diethoxy-N-methylbutan-1-amine), C(=O)(C(F)(F)F)O (TFA), BrCCC=1C=CC(=NC1)C(F)(F)F (5-(2-bromoethyl)-2-(trifluoromethyl)pyridine), ClC1=CC=C(C=C1)N(N)CCC=1C=NC(=CC1)C(F)(F)F (1-(4-chlorophenyl)-1-(2-(6-(trifluoromethyl)pyridin-3-yl)ethyl)hydrazine), C=O (formaldehyde). The solvent is C(C)#N (acetonitrile), C(C)N(CC)CC (triethylamine). Starting materials: ClC1=C2C3=C(C(NC2=NC=C1)=O)C=CC=C3 (1-Chloro-5H-benzo[c][1,8]naphthyridin-6-one), FC(C=1C=C(N)C=CC1)(F)F (3-(trifluoromethyl)aniline). Yields the product FC(C=1C=C(C=CC1)NC1=C2C3=C(C(NC2=NC=C1)=O)C=CC=C3)(F)F (1-(3-Trifluoromethyl-phenylamino)-5H-benzo[c][1,8]naphthyridin-6-one). Yield: 34.0%. Reaction SMILES: Cl[C:2]1[CH:11]=[CH:10][N:9]=[C:8]2[C:3]=1[C:4]1[CH:16]=[CH:15][CH:14]=[CH:13][C:5]=1[C:6](=[O:12])[NH:7]2.[F:17][C:18]([F:27])([F:26])[C:19]1[CH:20]=[C:21]([CH:23]=[CH:24][CH:25]=1)[NH2:22]>>[F:17][C:18]([F:26])([F:27])[C:19]1[CH:20]=[C:21]([NH:22][C:2]2[CH:11]=[CH:10][N:9]=[C:8]3[C:3]=2[C:4]2[CH:16]=[CH:15][CH:14]=[CH:13][C:5]=2[C:6](=[O:12])[NH:7]3)[CH:23]=[CH:24][CH:25]=1. Reported procedure: The title compound was synthesized according to the procedure described for the preparation of Example 188 using Compound 83 (100 mg, 0.43 mmol) and 3-(trifluoromethyl)aniline (140 mg, 0.87 mmol) to provide 194 (52 mg, 34% yield) as a white solid. LC-MS (M+H=356, obsd.=356). Procedure: 78 mg (0.21 mmol) of 6-chloro-N4-[3-fluoro-4-(1H-pyrrolo[2,3-b]pyridin-4-yloxy)-phenyl]pyrimidine-2,4-diamine (from example 60), 190 mg (0.84 mmol) of 3-[(2,4-dimethoxybenzyl)amino]propan-1-ol in 1 ml of 1-butanol and 0.37 ml of N-ethyl-diisopropylamine are, in a closed pressure vessel, heated at 130° C. overnight. Volatile components are removed under reduced pressure, and the residue is purified by preparative HPLC. The substrate obtained is taken up in 2 ml of DCM, and 0.5 ml of TFA is added.... Yields the product NC1=NC(=CC(=N1)NCCCO)NC1=CC(=C(C=C1)OC1=C2C(=NC=C1)NC=C2)F (3-[(2-Amino-6-{[3-fluoro-4-(1H-pyrrolo[2,3-b]pyridin-4-yloxy)phenyl]amino}-pyrimidin-4-yl)amino]propan-1-ol). Reactants: ClC1=CC(=NC(=N1)N)NC1=CC(=C(C=C1)OC1=C2C(=NC=C1)NC=C2)F (6-Chloro-N4-[3-fluoro-4-(1H-pyrrolo[2,3-b]pyridin-4-yloxy)phenyl]pyrimidine-2,4-diamine), COC1=C(CNCCCO)C=CC(=C1)OC (3-[(2,4-dimethoxybenzyl)amino]propan-1-ol), C(C)(=O)OCC (ethyl acetate), C(=O)(C(F)(F)F)O (TFA). The solvent is C(CCC)O (1-butanol), C(C)N(C(C)C)C(C)C (N-ethyl-diisopropylamine), C(Cl)Cl (DCM). Conditions: temperature 130 celsius, time 20 minute. Reaction SMILES: Cl[C:2]1[N:7]=[C:6]([NH2:8])[N:5]=[C:4]([NH:9][C:10]2[CH:15]=[CH:14][C:13]([O:16][C:17]3[CH:22]=[CH:21][N:20]=[C:19]4[NH:23][CH:24]=[CH:25][C:18]=34)=[C:12]([F:26])[CH:11]=2)[CH:3]=1.C[O:28][C:29]1C=C(OC)C=C[C:30]=1[CH2:31][NH:32]CCCO.C(O)(C(F)(F)F)=O.C(OCC)(=O)C>C(O)CCC.C(N(C(C)C)C(C)C)C.C(Cl)Cl>[NH2:8][C:6]1[N:7]=[C:2]([NH:32][CH2:31][CH2:30][CH2:29][OH:28])[CH:3]=[C:4]([NH:9][C:10]2[CH:15]=[CH:14][C:13]([O:16][C:17]3[CH:22]=[CH:21][N:20]=[C:19]4[NH:23][CH:24]=[CH:25][C:18]=34)=[C:12]([F:26])[CH:11]=2)[N:5]=1. The reactants are O=C(O)c1ccco1, NCc1ccc(F)cc1F. The reagents and catalysts are CCN=C=NCCCN(C)C.Cl (EDC-HCl), CCN(C(C)C)C(C)C (DIPEA), C1=CC=C2C(=C1)C(=O)N(C2=O)O (N-Hydroxyphthalimide). The solvent is CN(C)C=O (DMF), CN(C)C=O (DMF), CN(C)C=O (DMF), CN(C)C=O (DMF), CN(C)C=O (DMF), CN(C)C=O (DMF). Reaction conditions: temperature 25 celsius, time 2 hour. Product: O=C(NCc1ccc(F)cc1F)c1ccco1. Isolated yield 72.0%. Reaction SMILES: NCc1ccc(F)cc1F.O=C(O)c1ccco1.CCN=C=NCCCN(C)C.Cl.C1=CC=C2C(=C1)C(=O)N(C2=O)O.CCN(C(C)C)C(C)C.CN(C)C=O>>O=C(NCc1ccc(F)cc1F)c1ccco1. The reactants are [Br-], [Br-], [Br-], CC(=O)c1cc(Cl)ccc1O, C1CCOC1, O, C[N+](C)(C)c1ccccc1, C[N+](C)(C)c1ccccc1, C[N+](C)(C)c1ccccc1. Product: O=C(CBr)c1cc(Cl)ccc1O. Reaction SMILES: [Br-:1].[Br-:2].[Br-:3].[Cl:34][c:35]1[cH:36][cH:37][c:38]([OH:44])[c:39]([C:41]([CH3:42])=[O:43])[cH:40]1.[O:46]1[CH2:47][CH2:48][CH2:49][CH2:50]1.[OH2:45].[c:14]1([N+:15]([CH3:16])([CH3:17])[CH3:18])[cH:19][cH:20][cH:21][cH:22][cH:23]1.[c:24]1([N+:25]([CH3:26])([CH3:27])[CH3:28])[cH:29][cH:30][cH:31][cH:32][cH:33]1.[c:4]1([N+:5]([CH3:6])([CH3:7])[CH3:8])[cH:9][cH:10][cH:11][cH:12][cH:13]1>>[Br:1][CH2:42][C:41]([c:39]1[c:38]([OH:44])[cH:37][cH:36][c:35]([Cl:34])[cH:40]1)=[O:43]. The reactants are O (water), FC(C(=O)O)(F)F.NCC1=CC=CC(=N1)C=1SC2=C(C(N1)=O)C=CC=C2 (2-[6-(Aminomethyl)-2-pyridyl]-4H-1,3-benzothiazine-4-one trifluoroacetic acid salt), C(C)(=O)OCC (ethyl acetate), C1(=CC=CS1)C(=O)Cl (2-thenoyl chloride). The product is O=C1N=C(SC2=C1C=CC=C2)C2=CC=CC(=N2)CNC(=O)C=2SC=CC2 (N-[[6-(4-Oxo-4H-1,3-benzothiazin-2-yl)-2-pyridyl]methyl]-2-thiophenecarboxamide). RXN SMILES: FC(F)(F)C(O)=O.[NH2:8][CH2:9][C:10]1[N:15]=[C:14]([C:16]2[S:17][C:18]3[CH:26]=[CH:25][CH:24]=[CH:23][C:19]=3[C:20](=[O:22])[N:21]=2)[CH:13]=[CH:12][CH:11]=1.[C:27]1([C:32](Cl)=[O:33])[S:31][CH:30]=[CH:29][CH:28]=1.C(OCC)(=O)C.O>CN(C)C(=O)C>[O:22]=[C:20]1[C:19]2[CH:23]=[CH:24][CH:25]=[CH:26][C:18]=2[S:17][C:16]([C:14]2[N:15]=[C:10]([CH2:9][NH:8][C:32]([C:27]3[S:31][CH:30]=[CH:29][CH:28]=3)=[O:33])[CH:11]=[CH:12][CH:13]=2)=[N:21]1 |f:0.1|. Yield: 43.7%. Conditions: temperature 60 celsius, time 15 hour. Run in CN(C(C)=O)C (N,N-dimethylacetamide). Reported procedure: 2-[6-(Aminomethyl)-2-pyridyl]-4H-1,3-benzothiazine-4-one trifluoroacetic acid salt (350 mg, 0.91 mmol) was dissolved in N,N-dimethylacetamide (10 ml), and 2-thenoyl chloride (400 mg, 2.72 mmol) was added thereto. The reaction mixture was stirred at 60° C. for 15 hrs and combined with ethyl acetate and water. The organic layer was washed with saturated brine and dried over anhydrous magnesium sulfate. The solvent was evaporated, and the residue was subjected to a silica gel column chromatography.... Reactants: SCC(C(=O)O)C (3-mercapto-2-methylpropanoic acid), C(C1=CC=CC=C1)(C1=CC=CC=C1)(C1=CC=CC=C1)Cl (tritylchloride). Run in C(Cl)Cl (methylene chloride). Product: C1(=CC=CC=C1)C(SCC(C(=O)O)C)(C1=CC=CC=C1)C1=CC=CC=C1 (3-triphenylmethylthio-2-methylpropanoic acid). RXN SMILES: [SH:1][CH2:2][CH:3]([CH3:7])[C:4]([OH:6])=[O:5].[C:8](Cl)([C:21]1[CH:26]=[CH:25][CH:24]=[CH:23][CH:22]=1)([C:15]1[CH:20]=[CH:19][CH:18]=[CH:17][CH:16]=1)[C:9]1[CH:14]=[CH:13][CH:12]=[CH:11][CH:10]=1>C(Cl)Cl>[C:9]1([C:8]([C:15]2[CH:16]=[CH:17][CH:18]=[CH:19][CH:20]=2)([C:21]2[CH:22]=[CH:23][CH:24]=[CH:25][CH:26]=2)[S:1][CH2:2][CH:3]([CH3:7])[C:4]([OH:6])=[O:5])[CH:10]=[CH:11][CH:12]=[CH:13][CH:14]=1. Reported procedure: A solution of 3-mercapto-2-methylpropanoic acid (1.2 g.) and tritylchloride (2.9 g.) in methylene chloride (50 ml.) is kept at room temperature for 2 hours. The mixture is warmed in a steam bath for 20 minutes and then evaporated to dryness in vacuo and the residue is dissolved in saturated aqueous sodium bicarbonate and the solution is washed with ethyl acetate. The aqueous phase is acidified to pH 3 and extracted with ethyl acetate. The organic layer is dried and concentrated to dryness to giv... The reactants are O=C([O-])O, CC(Nc1nc2cc[nH]c(=O)c2c2cnccc12)C(C)(C)C, CC(=O)O, [Na+], [Na+], [Na+], O=C1CCC(=O)N1I, O, O, O, O, O, O=S([O-])([O-])=S. Product: CC(Nc1nc2c(I)c[nH]c(=O)c2c2cnccc12)C(C)(C)C. As a reaction SMILES: [C:31](=[O:32])([O-:33])[OH:34].[CH3:1][CH:2]([C:3]([CH3:4])([CH3:5])[CH3:6])[NH:7][c:8]1[n:9][c:10]2[cH:11][cH:12][nH:13][c:14](=[O:22])[c:15]2[c:16]2[c:17]1[cH:18][cH:19][n:20][cH:21]2.[CH3:48][C:49](=[O:50])[OH:51].[Na+:35].[Na+:46].[Na+:47].[O:23]=[C:24]1[N:25]([I:30])[C:26](=[O:27])[CH2:28][CH2:29]1.[OH2:36].[OH2:37].[OH2:38].[OH2:39].[OH2:40].[S:41]([O-:42])([O-:43])(=[O:44])=[S:45]>>[CH3:1][CH:2]([C:3]([CH3:4])([CH3:5])[CH3:6])[NH:7][c:8]1[n:9][c:10]2[c:11]([I:30])[cH:12][nH:13][c:14](=[O:22])[c:15]2[c:16]2[c:17]1[cH:18][cH:19][n:20][cH:21]2. Reactants: C(C1=CC=CC=C1)(C1=CC=CC=C1)SC1CCN(CC1)CCN1C(C=2C(C1=O)=CC=CC2)=O (N-[2-(4-benzhydrylthiopiperidinyl)ethyl]phthalimide), O.NN (hydrazine hydrate). The product is NCCN1CCC(CC1)SC(C1=CC=CC=C1)C1=CC=CC=C1 (1-(2-aminoethyl)-4-benzhydrylthiopiperidine). RXN SMILES: [CH:1]([S:14][CH:15]1[CH2:20][CH2:19][N:18]([CH2:21][CH2:22][N:23]2C(=O)C3=CC=CC=C3C2=O)[CH2:17][CH2:16]1)([C:8]1[CH:13]=[CH:12][CH:11]=[CH:10][CH:9]=1)[C:2]1[CH:7]=[CH:6][CH:5]=[CH:4][CH:3]=1.O.NN>>[NH2:23][CH2:22][CH2:21][N:18]1[CH2:19][CH2:20][CH:15]([S:14][CH:1]([C:8]2[CH:9]=[CH:10][CH:11]=[CH:12][CH:13]=2)[C:2]2[CH:3]=[CH:4][CH:5]=[CH:6][CH:7]=2)[CH2:16][CH2:17]1 |f:1.2|. Procedure details: The above phthalimide was treated with hydrazine hydrate in the same manner as in Reference Example 4, to obtain the title compound, i.e. 1-(2-aminoethyl)-4-benzhydrylthiopiperidine at a yield of 92%.